This data is from the Open Reaction Database (ORD), a public repository of structured organic reaction records. The task is: describe an organic reaction: reactants, conditions, products, and yield The reactants are B, C1CCOC1, C1CCOC1, O=C(O)c1cccc2c1CCCCc1ccccc1-2. The product is OCc1cccc2c1CCCCc1ccccc1-2. RXN SMILES: [BH3:25].[O:20]1[CH2:21][CH2:22][CH2:23][CH2:24]1.[O:26]1[CH2:27][CH2:28][CH2:29][CH2:30]1.[cH:1]1[cH:2][cH:3][c:4]([C:17](=[O:18])[OH:19])[c:5]2[c:6]1-[c:7]1[c:8]([cH:13][cH:14][cH:15][cH:16]1)[CH2:9][CH2:10][CH2:11][CH2:12]2>>[cH:1]1[cH:2][cH:3][c:4]([CH2:17][OH:18])[c:5]2[c:6]1-[c:7]1[c:8]([cH:13][cH:14][cH:15][cH:16]1)[CH2:9][CH2:10][CH2:11][CH2:12]2. The product is O=C(O)C#CC(=O)c1ccc2c(c1)OCO2. Reaction SMILES: [CH2:1]1[O:2][c:3]2[cH:4][c:5]([C:6](=[O:7])[C:8]#[C:9][C:10](=[O:11])[O:12][CH2:13][c:14]3[cH:15][cH:16][c:17]([O:18][CH3:19])[cH:20][cH:21]3)[cH:22][cH:23][c:24]2[O:25]1.[CH2:33]([Cl:34])[Cl:35].[OH:26][C:27]([C:28]([F:29])([F:30])[F:31])=[O:32]>>[CH2:1]1[O:2][c:3]2[cH:4][c:5]([C:6](=[O:7])[C:8]#[C:9][C:10](=[O:11])[OH:12])[cH:22][cH:23][c:24]2[O:25]1. Reactants: COc1ccc(COC(=O)C#CC(=O)c2ccc3c(c2)OCO3)cc1, ClCCl, O=C(O)C(F)(F)F. Starting materials: CC(=O)C (acetone), IC=1C=CC2=C(N(CC3=C(N2)N=C(C=C3)C(F)(F)F)S(=O)(=O)C3=CC=C(C=C3)C3(CC3)C(F)(F)F)C1 (8-iodo-2-(trifluoromethyl)-6-({4-[1-(trifluoromethyl)-cyclopropyl]phenyl}sulfonyl)-6,11-dihydro-5H-pyrido[2,3-b][1,5]benzodiazepine), IC=1C=CC2=C(N(CC3=C(N2)N=C(C=C3)C(F)(F)F)S(=O)(=O)C3=CC=C(C=C3)C3(CC3)C(F)(F)F)C1 (8-iodo-2-(trifluoromethyl)-6-({4-[1-(trifluoromethyl)-cyclopropyl]phenyl}sulfonyl)-6,11-dihydro-5H-pyrido[2,3-b][1,5]benzodiazepine), C(C)(C)[Mg]Br (isopropylmagnesium bromide), solution. Reported procedure: To a solution of 8-iodo-2-(trifluoromethyl)-6-({4-[1-(trifluoromethyl)-cyclopropyl]phenyl}sulfonyl)-6,11-dihydro-5H-pyrido[2,3-b][1,5]benzodiazepine (intermediate 59, 150 mg, 0.235 mmol) in THF (1.5 mL) at 0° C. was added isopropylmagnesium bromide (1.89 mmol of a 2M solution in ether). After stirred at 0° C. for 40 min, acetone (204 mg, 3.52 mmol) was added dropwise and the reaction mixture was gradually brought to rt. The reaction was quenched with saturated aqueous NH4Cl and diluted with EtOA... RXN SMILES: IC1[CH:3]=[CH:4][C:5]2[NH:11][C:10]3[N:12]=[C:13]([C:16]([F:19])([F:18])[F:17])[CH:14]=[CH:15][C:9]=3[CH2:8][N:7]([S:20]([C:23]3[CH:28]=[CH:27][C:26]([C:29]4([C:32]([F:35])([F:34])[F:33])[CH2:31][CH2:30]4)=[CH:25][CH:24]=3)(=[O:22])=[O:21])[C:6]=2[CH:36]=1.[CH:37]([Mg]Br)(C)C.[CH3:42][C:43]([CH3:45])=[O:44]>C1COCC1.CCOCC>[F:18][C:16]([F:17])([F:19])[C:13]1[CH:14]=[CH:15][C:9]2[CH2:8][N:7]([S:20]([C:23]3[CH:24]=[CH:25][C:26]([C:29]4([C:32]([F:35])([F:34])[F:33])[CH2:31][CH2:30]4)=[CH:27][CH:28]=3)(=[O:21])=[O:22])[C:6]3[CH:36]=[C:42]([C:43]([OH:44])([CH3:37])[CH3:45])[CH:3]=[CH:4][C:5]=3[NH:11][C:10]=2[N:12]=1. The solvent is C1CCOC1 (THF), CCOCC (ether). Run at temperature 0 celsius, time 40 minute. Yields the product FC(C=1C=CC2=C(NC3=C(N(C2)S(=O)(=O)C2=CC=C(C=C2)C2(CC2)C(F)(F)F)C=C(C=C3)C(C)(C)O)N1)(F)F (2-[2-(Trifluoromethyl)-6-({4-[1-(trifluoromethyl)cyclopropyl]phenyl}sulfonyl)-6,11-dihydro-5H-pyrido[2,3-b][1,5]benzodiazepin-8-yl]propan-2-ol). Yields the product CCCc1cc(C(=O)O)n(C)n1. Reaction SMILES: [CH2:1]([CH3:2])[O:3][C:4](=[O:5])[c:6]1[cH:7][c:8]([CH2:12][CH2:13][CH3:14])[n:9][n:10]1[CH3:11].[ClH:17].[Na+:16].[OH-:15].[OH2:18]>>[O:3]=[C:4]([OH:5])[c:6]1[cH:7][c:8]([CH2:12][CH2:13][CH3:14])[n:9][n:10]1[CH3:11]. Starting materials: CCCc1cc(C(=O)OCC)n(C)n1, Cl, [Na+], [OH-], O. The reactants are step-iii, FC=1C=C(CN2N=CC(=C2)C2=CN(C3=NC=C(C=C32)C=3C=CC(=C(C3)NS(=O)(=O)C)N3CCOCC3)S(=O)(=O)C3=CC=C(C)C=C3)C=CC1 (N-(5-(3-(1-(3-fluorobenzyl)-1H-pyrazol-4-yl)-1-tosyl-1H-pyrrolo[2,3-b]pyridin-5-yl)-2-morpholinophenyl) methanesulfonamide), [OH-].[Li+] (lithium hydroxide). The solvent is C1CCOC1.CO.O (THF Methanol water). Product: FC=1C=C(CN2N=CC(=C2)C2=CNC3=NC=C(C=C32)C=3C=CC(=C(C3)NS(=O)(=O)C)N3CCOCC3)C=CC1 (N-(5-(3-(1-(3-fluorobenzyl)-1H-pyrazol-4-yl)-1H-pyrrolo[2,3-b]pyridin-5-yl)-2-morpholinophenyl)methanesulfonamide). Isolated yield 18.2%. RXN SMILES: [F:1][C:2]1[CH:3]=[C:4]([CH:47]=[CH:48][CH:49]=1)[CH2:5][N:6]1[CH:10]=[C:9]([C:11]2[C:19]3[C:14](=[N:15][CH:16]=[C:17]([C:20]4[CH:21]=[CH:22][C:23]([N:31]5[CH2:36][CH2:35][O:34][CH2:33][CH2:32]5)=[C:24]([NH:26][S:27]([CH3:30])(=[O:29])=[O:28])[CH:25]=4)[CH:18]=3)[N:13](S(C3C=CC(C)=CC=3)(=O)=O)[CH:12]=2)[CH:8]=[N:7]1.[OH-].[Li+]>C1COCC1.CO.O>[F:1][C:2]1[CH:3]=[C:4]([CH:47]=[CH:48][CH:49]=1)[CH2:5][N:6]1[CH:10]=[C:9]([C:11]2[C:19]3[C:14](=[N:15][CH:16]=[C:17]([C:20]4[CH:21]=[CH:22][C:23]([N:31]5[CH2:32][CH2:33][O:34][CH2:35][CH2:36]5)=[C:24]([NH:26][S:27]([CH3:30])(=[O:29])=[O:28])[CH:25]=4)[CH:18]=3)[NH:13][CH:12]=2)[CH:8]=[N:7]1 |f:1.2,3.4.5|. Procedure details: Using similar reaction conditions as described in step-iii of example-1, N-(5-(3-(1-(3-fluorobenzyl)-1H-pyrazol-4-yl)-1-tosyl-1H-pyrrolo[2,3-b]pyridin-5-yl)-2-morpholinophenyl) methanesulfonamide (240 mg, 0.342 mmol) was hydrolyzed by lithium hydroxide (143 mg, 3.42 mmol), THF/Methanol/water (20/8/8 mL) to yield 34 mg (18%) of the titled compound. 1H NMR (DMSO-D6, 400 MHz): δ 11.8 (s, 1H), 8.618 (s, 1H), 8.469-8.464 (m, 1H), 8.421 (s, 1H), 8.317-8.313 (d, 1H), 7.963 (s, 1H), 7.782-7.777 (d, 1H),... Starting materials: O (water), solution, [OH-].C(CCC)[N+](CCCC)(CCCC)CCCC (tetrabutyl ammonium hydroxide), Cl (hydrochloric acid), C1CCOC1 (THF). Run in CO (methanol), CO (methanol). Conditions: temperature 60 celsius. Yields the product C=C.C=CC.C=CC=CCC.C1(\C=C/C(=O)O1)=O (Ethylene/Propylene Hexadiene Maleic Anhydride). RXN SMILES: [OH-:1].[CH2:2]([N+]([CH2:15][CH2:16][CH2:17][CH3:18])(CCCC)CCCC)[CH2:3]CC.Cl.[OH2:20].[CH2:21]1[CH2:25][O:24][CH2:23][CH2:22]1>CO>[CH2:2]=[CH2:3].[CH2:22]=[CH:21][CH3:25].[CH2:21]=[CH:22][CH:15]=[CH:16][CH2:17][CH3:18].[C:25]1(=[O:20])[O:24][C:23](=[O:1])[CH:22]=[CH:21]1 |f:0.1,6.7.8.9|. Procedure details: A sample (57.5 g; 1.67× 10-2 mole of carboxyl) of the addition product was dissolved in 1 liter of THF and to this solution was added 6.3 ml (5.0× 10-3 mole) of a 0.79 molar solution of tetrabutyl ammonium hydroxide in methanol. The mixture was stirred and heated to 60° C. and then 17.0 g (0.17 mole) of PVL was added. The mixture was heated at 60° C. for 21/4 hours and then acidified with 1 ml (ca. 1.2 1.2× 10-2 mole) of concentrated hydrochloric acid while still hot. The product was isolated by... Procedure details: A stirred mixture of 86.6 g (0.3 mole) of 6-chloro-3,4-dihydro-4-hydroxy-3-methyl-4-phenyl-2(1H)-quinazolinone and 62.5 g (0.9 mole) of hydroxylamine hydrochloride in 1500 ml ethanol was refluxed for 187 hr, and then cooled. The solid portion of the reaction mixture was collected on a filter, washed with ethanol, and dried in air to give 67.9 g (83%) of 6-chloro-4-phenyl-2(1H)-quinazolinone 3-oxide as yellow crystals: mp 267°-269°. The product is ClC=1C=C2C(=[N+](C(NC2=CC1)=O)[O-])C1=CC=CC=C1 (6-chloro-4-phenyl-2(1H)-quinazolinone 3-oxide). Solvent: C(C)O (ethanol). RXN SMILES: [Cl:1][C:2]1[CH:3]=[C:4]2[C:9](=[CH:10][CH:11]=1)[NH:8][C:7](=[O:12])[N:6](C)[C:5]2(O)[C:14]1[CH:19]=[CH:18][CH:17]=[CH:16][CH:15]=1.Cl.N[OH:23]>C(O)C>[Cl:1][C:2]1[CH:3]=[C:4]2[C:9](=[CH:10][CH:11]=1)[NH:8][C:7](=[O:12])[N+:6]([O-:23])=[C:5]2[C:14]1[CH:19]=[CH:18][CH:17]=[CH:16][CH:15]=1 |f:1.2|. The yield is 83.0%. Starting materials: ClC=1C=C2C(N(C(NC2=CC1)=O)C)(C1=CC=CC=C1)O (6-chloro-3,4-dihydro-4-hydroxy-3-methyl-4-phenyl-2(1H)-quinazolinone), Cl.NO (hydroxylamine hydrochloride).